This data is from the Open Reaction Database (ORD), a public repository of structured organic reaction records. The task is: describe an organic reaction: reactants, conditions, products, and yield Isolated yield 54.0%. The product is CC1(CN=C(C2=CC=CC=C12)C1=CC=CC=C1)C (4,4-dimethyl-1-phenyl-3,4-dihydroisoquinoline). As a reaction SMILES: O=P12OP3(OP(OP(O3)(O1)=O)(=O)O2)=O.O=P(Cl)(Cl)Cl.[CH3:20][C:21]([C:33]1[CH:38]=[CH:37][CH:36]=[CH:35][CH:34]=1)([CH3:32])[CH2:22][NH:23][C:24](=O)[C:25]1[CH:30]=[CH:29][CH:28]=[CH:27][CH:26]=1>C1(C)C(C)=CC=CC=1>[CH3:20][C:21]1([CH3:32])[C:33]2[C:38](=[CH:37][CH:36]=[CH:35][CH:34]=2)[C:24]([C:25]2[CH:30]=[CH:29][CH:28]=[CH:27][CH:26]=2)=[N:23][CH2:22]1. Reactants: O=P12OP3(=O)OP(=O)(O1)OP(=O)(O2)O3 (P2O5), O=P(Cl)(Cl)Cl (POCl3), CC(CNC(C1=CC=CC=C1)=O)(C)C1=CC=CC=C1 (N-(2-methyl-2-phenylpropyl)benzamide). Solvent: C=1(C(=CC=CC1)C)C (xylene). Run at temperature 150 celsius. Procedure: 1.42 g (10.0 mmol) of P2O5 and POCl3 (4 ml) were added to a solution of 1.27 g (5.0 mmol) of N-(2-methyl-2-phenylpropyl)benzamide in xylene (20 ml) and the mixture was heated at 150° C. for 3 h. After cooling to RT the mixture was concentrated to small volume under vacuum. The residue was made alkaline with a 20% aqueous NaOH solution. It was then extracted with EE and the organic phase was dried over Na2SO4, filtered and concentrated to small volume under vacuum. 634 mg (2.7 mmol) of 4,4-dimeth... Starting materials: ClC1=C(OC2=C(OCC(=O)OC)C=CC=C2)C=C(C(=C1)F)N1C(N(C(=CC1=O)C(F)(F)F)C)=O (methyl [2-{2-chloro-4-fluoro-5-[3-methyl-2,6-dioxo-4-(trifluoromethyl)-1,2,3,6-tetrahydropyrimidin-1-yl]phenoxy}phenoxy]acetate), Compound 3-11, ice water, C(C)(=O)OCC (ethyl acetate), Cl (hydrochloric acid), O (water). Solvent: O1CCOCC1 (1,4-dioxane). The product is ClC1=C(OC2=C(OCC(=O)O)C=CC=C2)C=C(C(=C1)F)N1C(N(C(=CC1=O)C(F)(F)F)C)=O ([2-{2-chloro-4-fluoro-5-[3-methyl-2,6-dioxo-4-(trifluoromethyl)-1,2,3,6-tetrahydropyrimidin-1-yl]phenoxy}phenoxy]acetic acid). Isolated yield 64.8%. RXN SMILES: [Cl:1][C:2]1[CH:20]=[C:19]([F:21])[C:18]([N:22]2[C:27](=[O:28])[CH:26]=[C:25]([C:29]([F:32])([F:31])[F:30])[N:24]([CH3:33])[C:23]2=[O:34])=[CH:17][C:3]=1[O:4][C:5]1[CH:16]=[CH:15][CH:14]=[CH:13][C:6]=1[O:7][CH2:8][C:9]([O:11]C)=[O:10].Cl.O.C(OCC)(=O)C>O1CCOCC1>[Cl:1][C:2]1[CH:20]=[C:19]([F:21])[C:18]([N:22]2[C:27](=[O:28])[CH:26]=[C:25]([C:29]([F:30])([F:31])[F:32])[N:24]([CH3:33])[C:23]2=[O:34])=[CH:17][C:3]=1[O:4][C:5]1[CH:16]=[CH:15][CH:14]=[CH:13][C:6]=1[O:7][CH2:8][C:9]([OH:11])=[O:10]. Reported procedure: 0.4 g of methyl [2-{2-chloro-4-fluoro-5-[3-methyl-2,6-dioxo-4-(trifluoromethyl)-1,2,3,6-tetrahydropyrimidin-1-yl]phenoxy}phenoxy]acetate [Compound 3-11 of the present invention] was dissolved in 4 ml of 1,4-dioxane, to this was added a mixed solution of 1 ml of conc. hydrochloric acid and 1 ml of water while stirring, then, the mixture was heated for 12 hours while stirring under reflux condition. Thereafter, the solution was allowed to cool, and ice water was poured into the reaction solution, ... Starting materials: C(CCC)[Li] (butyllithium), C/C(/CCC=O)=C\CC\C(=C\COC1OCCCC1)\C ((4E,8E)-(RS)-4,8-dimethyl-10-(tetrahydro-pyran-2-yloxy)-deca-4,8-dienal), BrC1=CC=C(C=C1)Br (1,4-dibromobenzene). Run in CCCCCC (hexane), C1CCOC1 (THF), C1CCOC1 (THF). Run at time 30 minute. Yields the product BrC1=CC=C(C=C1)C(CC\C(=C\CC\C(=C\COC1OCCCC1)\C)\C)O ((4E,8E)-1-(4-bromo-phenyl)-4,8-dimethyl-10-(tetrahydro-pyran-2-yloxy)-deca-4,8-dien-1-ol). Yield: 45.3%. Reaction SMILES: Br[C:2]1[CH:7]=[CH:6][C:5]([Br:8])=[CH:4][CH:3]=1.C([Li])CCC.[CH3:14]/[C:15](=[CH:20]\[CH2:21][CH2:22]/[C:23](/[CH3:33])=[CH:24]/[CH2:25][O:26][CH:27]1[CH2:32][CH2:31][CH2:30][CH2:29][O:28]1)/[CH2:16][CH2:17][CH:18]=[O:19]>C1COCC1.CCCCCC>[Br:8][C:5]1[CH:6]=[CH:7][C:2]([CH:18]([OH:19])[CH2:17][CH2:16]/[C:15](/[CH3:14])=[CH:20]/[CH2:21][CH2:22]/[C:23](/[CH3:33])=[CH:24]/[CH2:25][O:26][CH:27]2[CH2:32][CH2:31][CH2:30][CH2:29][O:28]2)=[CH:3][CH:4]=1. Reported procedure: A solution of 10.7 g of 1,4-dibromobenzene in 80 ml of absolute THF is cooled to -78° C. and treated within 30 min. with 25.6 ml of 1.6M butyllithium in hexane. After 30 min. 6.08 g of (4E,8E)-(RS)-4,8-dimethyl-10-(tetrahydro-pyran-2-yloxy)-deca-4,8-dienal in 20 ml of THF are added dropwise. After 1 hr. at -78° C. the bath is removed until the suspension has dissolved and subsequently 7.2 ml of acetic acid in 10 ml of ether are added dropwise at -78° C. The solution is poured into saturated ammo...